Dataset: the Open Reaction Database (ORD), a public repository of structured organic reaction records. Task: describe an organic reaction: reactants, conditions, products, and yield The product is C=CCOC(=O)N1CC(O[Si](C)(C)C(C)(C)C)CC1C(O)c1ccncc1. The reactants are CC(C)(C)[Si](C)(C)OC1CC(C(O)c2ccncc2)N(Cc2ccccc2)C1, CC(=O)O, CCO, C=CCOC(=O)Cl, [H][H], C1CCOC1, [OH-], [OH-], O, [Pd+2]. Reaction SMILES: [CH2:1]([c:2]1[cH:3][cH:4][cH:5][cH:6][cH:7]1)[N:8]1[CH:9]([CH:21]([OH:22])[c:23]2[cH:24][cH:25][n:26][cH:27][cH:28]2)[CH2:10][CH:11]([O:13][Si:14]([CH3:15])([CH3:16])[C:17]([CH3:18])([CH3:19])[CH3:20])[CH2:12]1.[CH3:29][C:30](=[O:31])[OH:32].[CH3:42][CH2:43][OH:44].[Cl:35][C:36](=[O:37])[O:38][CH2:39][CH:40]=[CH2:41].[H:33][H:34].[O:49]1[CH2:50][CH2:51][CH2:52][CH2:53]1.[OH-:46].[OH-:48].[OH2:45].[Pd+2:47]>>[N:8]1([C:36](=[O:37])[O:38][CH2:39][CH:40]=[CH2:41])[CH:9]([CH:21]([OH:22])[c:23]2[cH:24][cH:25][n:26][cH:27][cH:28]2)[CH2:10][CH:11]([O:13][Si:14]([CH3:15])([CH3:16])[C:17]([CH3:18])([CH3:19])[CH3:20])[CH2:12]1. The reactants are O=C([O-])[O-], CO, O=C(N1CCc2ccc(NS(=O)(=O)c3ccc(C(F)(F)F)cc3)cc2CC1)C(F)(F)F, [K+], [K+]. Product: O=S(=O)(Nc1ccc2c(c1)CCNCC2)c1ccc(C(F)(F)F)cc1. Reaction SMILES: [C:32](=[O:33])([O-:34])[O-:35].[CH3:38][OH:39].[F:1][C:2]([F:3])([F:4])[C:30]([N:5]1[CH2:6][CH2:7][c:8]2[c:9]([cH:12][cH:13][c:14]([NH:16][S:17](=[O:18])(=[O:19])[c:20]3[cH:21][cH:22][c:23]([C:26]([F:27])([F:28])[F:29])[cH:24][cH:25]3)[cH:15]2)[CH2:10][CH2:11]1)=[O:31].[K+:36].[K+:37]>>[NH:5]1[CH2:6][CH2:7][c:8]2[c:9]([cH:12][cH:13][c:14]([NH:16][S:17](=[O:18])(=[O:19])[c:20]3[cH:21][cH:22][c:23]([C:26]([F:27])([F:28])[F:29])[cH:24][cH:25]3)[cH:15]2)[CH2:10][CH2:11]1. The reactants are CCOC(=O)c1cn(CC)c2ncc(Br)cc2c1=O, CCO, [K+], [OH-]. Product: CCn1cc(C(=O)O)c(=O)c2cc(Br)cnc21. As a reaction SMILES: [Br:1][c:2]1[cH:3][c:4]2[c:5](=[O:19])[c:6]([C:14](=[O:15])[O:16][CH2:17][CH3:18])[cH:7][n:8]([CH2:12][CH3:13])[c:9]2[n:10][cH:11]1.[CH3:22][CH2:23][OH:24].[K+:21].[OH-:20]>>[Br:1][c:2]1[cH:3][c:4]2[c:5](=[O:19])[c:6]([C:14](=[O:15])[OH:16])[cH:7][n:8]([CH2:12][CH3:13])[c:9]2[n:10][cH:11]1. The reactants are [H-].[Na+] (Sodium hydride), N1(CCCC1)CCCO (3-(pyrrolidin-1-yl)propan-1-ol), BrC=1C=CC(=NC1)F (5-Bromo-2-fluoropyridine). Solvent: C1CCOC1 (THF). Reaction conditions: time 30 minute. Product: BrC=1C=CC(=NC1)OCCCN1CCCC1 (5-bromo-2-(3-pyrrolidin-1-ylpropoxy)pyridine). The yield is 83.3%. RXN SMILES: [H-].[Na+].[N:3]1([CH2:8][CH2:9][CH2:10][OH:11])[CH2:7][CH2:6][CH2:5][CH2:4]1.[Br:12][C:13]1[CH:14]=[CH:15][C:16](F)=[N:17][CH:18]=1>C1COCC1>[Br:12][C:13]1[CH:14]=[CH:15][C:16]([O:11][CH2:10][CH2:9][CH2:8][N:3]2[CH2:7][CH2:6][CH2:5][CH2:4]2)=[N:17][CH:18]=1 |f:0.1|. Procedure: Sodium hydride (0.591 g, 14.77 mmol) was added portionwise to a solution, of 3-(pyrrolidin-1-yl)propan-1-ol (1.615 g, 12.50 mmol) in THF (20 mL) at to 0° C. then stirred at ambient temperature for 30 minutes, 5-Bromo-2-fluoropyridine (2 g, 11.36 mmol) was added and the resulting mixture stirred at ambient temperature for 2 h before being quenched by the addition of a sat. aqueous solution of ammonium chloride. The moisture was extracted with EtOAc (2×100 mL), the organic layer dried, over Na2SO4...